Dataset: the Open Reaction Database (ORD), a public repository of structured organic reaction records. Task: describe an organic reaction: reactants, conditions, products, and yield Procedure: The title compound was prepared following the procedure as described in Example 1, Method A, STEP 4, reacting 4-fluorophenylboronic acid and 1-(1-(6-chloropyridazin-3-yl)piperidin-4-yl)-6-fluoroindoline. RXN SMILES: [F:1][C:2]1[CH:7]=[CH:6][C:5](B(O)O)=[CH:4][CH:3]=1.Cl[C:12]1[N:17]=[N:16][C:15]([N:18]2[CH2:23][CH2:22][CH:21]([N:24]3[C:32]4[C:27](=[CH:28][CH:29]=[C:30]([F:33])[CH:31]=4)[CH2:26][CH2:25]3)[CH2:20][CH2:19]2)=[CH:14][CH:13]=1>>[F:33][C:30]1[CH:31]=[C:32]2[C:27]([CH2:26][CH2:25][N:24]2[CH:21]2[CH2:22][CH2:23][N:18]([C:15]3[N:16]=[N:17][C:12]([C:5]4[CH:6]=[CH:7][C:2]([F:1])=[CH:3][CH:4]=4)=[CH:13][CH:14]=3)[CH2:19][CH2:20]2)=[CH:28][CH:29]=1. Product: FC1=CC=C2CCN(C2=C1)C1CCN(CC1)C=1N=NC(=CC1)C1=CC=C(C=C1)F (6-fluoro-1-(1-(6-(4-fluorophenyl)pyridazin-3-yl)piperidin-4-yl)indoline). Reactants: FC1=CC=C(C=C1)B(O)O (4-fluorophenylboronic acid), ClC1=CC=C(N=N1)N1CCC(CC1)N1CCC2=CC=C(C=C12)F (1-(1-(6-chloropyridazin-3-yl)piperidin-4-yl)-6-fluoroindoline). Starting materials: CNC(=O)N1C(SCC1)C1=C(C=CC=C1)O (N-methyl-2-(2-hydroxyphenyl)thiazolidine-3-carboxamide), C([O-])([O-])=O.[K+].[K+] (potassium carbonate), [I-].[Na+] (sodium iodide), ClCCN1CCN(CC1)C1=CC=CC=C1 (1-(2-chloroethyl)-4-phenylpiperazine). Run in CN(C=O)C (dimethylformamide). Reaction conditions: temperature 90 celsius, time 24 hour. Product: CNC(=O)N1C(SCC1)C1=C(C=CC=C1)OCCN1CCN(CC1)C1=CC=CC=C1 (N-methyl-2-{2-[2-(4-phenylpiperazin-1-yl)ethyloxy]phenyl}thiazolidine-3-carboxamide). The yield is 44.4%. As a reaction SMILES: [CH3:1][NH:2][C:3]([N:5]1[CH2:9][CH2:8][S:7][CH:6]1[C:10]1[CH:15]=[CH:14][CH:13]=[CH:12][C:11]=1[OH:16])=[O:4].C(=O)([O-])[O-].[K+].[K+].[I-].[Na+].Cl[CH2:26][CH2:27][N:28]1[CH2:33][CH2:32][N:31]([C:34]2[CH:39]=[CH:38][CH:37]=[CH:36][CH:35]=2)[CH2:30][CH2:29]1>CN(C)C=O>[CH3:1][NH:2][C:3]([N:5]1[CH2:9][CH2:8][S:7][CH:6]1[C:10]1[CH:15]=[CH:14][CH:13]=[CH:12][C:11]=1[O:16][CH2:26][CH2:27][N:28]1[CH2:33][CH2:32][N:31]([C:34]2[CH:39]=[CH:38][CH:37]=[CH:36][CH:35]=2)[CH2:30][CH2:29]1)=[O:4] |f:1.2.3,4.5|. Procedure: A mixture of 2.38 g of N-methyl-2-(2-hydroxyphenyl)thiazolidine-3-carboxamide, 1.38 g of potassium carbonate, 0.7 g of sodium iodide, 3.36 g of 1-(2-chloroethyl)-4-phenylpiperazine and 25 ml of dimethylformamide is stirred at 90° C. for 24 hours. The mixture is concentrated under reduced pressure to remove dimethylformamide. Water is added to the residue, and the aqueous mixture is extacted with ethyl acetate. The extract is washed with dilute sodium hydroxide solution and water, successively. T... Starting materials: ClC1=C(C=C(C=C1)C=1N=C(NC1C1=CC=NC=C1)C(CN)(C)C)OC (2-(4-(4-Chloro-3-methoxy-phenyl)-5-pyridin-4-yl-1H-imidazol-2-yl)-2-methyl-propylamine), N1=CC=CC=C1 (pyridine), CS(=O)(=O)Cl (methanesulfonyl chloride). Run in ClCCl (dichloromethane), ClCCl (dichloromethane), ClCCl (dichloromethane), C(O)([O-])=O.[Na+] (sodium hydrogen carbonate). Reaction conditions: temperature 0 celsius, time 1 hour. Product: ClC1=C(C=C(C=C1)C=1N=C(NC1C1=CC=NC=C1)C(CNS(=O)(=O)C)(C)C)OC (N-(2-(4-(4-Chloro-3-methoxyphenyl)-5-pyridin-4-yl-1H-imidazol-2-yl)-2-methylpropyl)methanesulfonamide). Isolated yield 39.1%. RXN SMILES: [Cl:1][C:2]1[CH:7]=[CH:6][C:5]([C:8]2[N:9]=[C:10]([C:19]([CH3:23])([CH3:22])[CH2:20][NH2:21])[NH:11][C:12]=2[C:13]2[CH:18]=[CH:17][N:16]=[CH:15][CH:14]=2)=[CH:4][C:3]=1[O:24][CH3:25].N1C=CC=CC=1.[CH3:32][S:33](Cl)(=[O:35])=[O:34]>ClCCl.C(=O)([O-])O.[Na+]>[Cl:1][C:2]1[CH:7]=[CH:6][C:5]([C:8]2[N:9]=[C:10]([C:19]([CH3:23])([CH3:22])[CH2:20][NH:21][S:33]([CH3:32])(=[O:35])=[O:34])[NH:11][C:12]=2[C:13]2[CH:14]=[CH:15][N:16]=[CH:17][CH:18]=2)=[CH:4][C:3]=1[O:24][CH3:25] |f:4.5|. Procedure: A solution of Example 2 (178 mg, 0.5 mmol) in dichloromethane (10 ml) containing pyridine (0.12 ml, 1.5 mmol) at 0° C. was treated with a solution of methanesulfonyl chloride (57.3 mg, 0.5 mmol) in dichloromethane (1 ml). The solution was stirred at 0° C. for 1 hour followed by 30 min at room temperature before being diluted with dichloromethane and saturated sodium hydrogen carbonate solution. The aqueous layer was then separated and extracted with additional dichloromethane. The combined organ... Starting materials: [Br-].C(C)NC(CCCC[P+](C1=CC=CC=C1)(C1=CC=CC=C1)C1=CC=CC=C1)=O ((5-(Ethylamino)-5-oxopentyl)triphenylphosphonium bromide), CC(C)(C)[O-].[K+] (KOt-Bu), O[C@H](/C=C/[C@H]1[C@@H](C[C@@H]2OC(C[C@@H]21)O)O)CCC2=CC=CC=C2 ((3aR,4R,5R,6aS)-4-((S,E)-3-Hydroxy-5-phenylpent-1-enyl)hexa hydro-2H-cyclopenta[b]furan-2,5-diol). Solvent: C1CCOC1 (THF). Conditions: temperature 0 celsius, time 40 minute. The product is CCNC(=O)CCC/C=C\C[C@H]1[C@H](C[C@H]([C@@H]1/C=C/[C@H](CCC=2C=CC=CC2)O)O)O (bimatoprost). The yield is 49.2%. As a reaction SMILES: [Br-].[CH2:2]([NH:4][C:5](=[O:29])[CH2:6][CH2:7][CH2:8][CH2:9][P+](C1C=CC=CC=1)(C1C=CC=CC=1)C1C=CC=CC=1)[CH3:3].CC([O-])(C)C.[K+].[OH:36][C@@H:37]([CH2:50][CH2:51][C:52]1[CH:57]=[CH:56][CH:55]=[CH:54][CH:53]=1)/[CH:38]=[CH:39]/[C@@H:40]1[C@@H:47]2[C@@H:43]([O:44][CH:45](O)[CH2:46]2)[CH2:42][C@H:41]1[OH:49]>C1COCC1>[CH3:3][CH2:2][NH:4][C:5]([CH2:6][CH2:7][CH2:8]/[CH:9]=[CH:45]\[CH2:46][C@@H:47]1[C@@H:40](/[CH:39]=[CH:38]/[C@@H:37]([OH:36])[CH2:50][CH2:51][C:52]2[CH:57]=[CH:56][CH:55]=[CH:54][CH:53]=2)[C@H:41]([OH:49])[CH2:42][C@@H:43]1[OH:44])=[O:29] |f:0.1,2.3|. Procedure details: (5-(Ethylamino)-5-oxopentyl)triphenylphosphonium bromide 96 (1.37 g, 2.91 mmol, 6 eq.) was added to a flame dried Schlenk flask, under N2, and anhydrous THF (10 ml) added. The resulting suspension was cooled to 0° C. KOt-Bu (653.0 mg, 5.82 mmol, 12 eq.) was added in one portion and the resulting orange mixture stirred at 0° C. for 40 min. A solution of crude triol 94 (0.485 mmol, 1 eq.) in anhydrous THF (2.5 ml) was added dropwise via syringe. After complete addition the mixture was stirred at r... Procedure details: To a stirred solution of HNO3 (60 mL) and H2SO4 (80 mL), cooled in an ice bath, was added 1-fluoro-3-methyl-benzene (27.5 g, 25 mmol) at such a rate that the temperature did not rise over 35° C. The mixture was allowed to stir for 30 min at room temperature and poured into ice water (500 mL). The resulting precipitate (a mixture of the desired product and 1-fluoro-3-methyl-2,4-dinitro-benzene, approx. 7:3) was collected via filtration and purified by recrystallization from 50 mL isopropyl ether ... The reactants are FC1=C(C(=C(C=C1)[N+](=O)[O-])C)[N+](=O)[O-] (1-fluoro-3-methyl-2,4-dinitro-benzene), [N+](=O)(O)[O-] (HNO3), OS(=O)(=O)O (H2SO4), FC1=CC(=CC=C1)C (1-fluoro-3-methyl-benzene). The solvent is ice water. Yields the product FC1=C(C=C(C(=C1)C)[N+](=O)[O-])[N+](=O)[O-] (1-Fluoro-5-methyl-2,4-dinitro-benzene). RXN SMILES: [N+]([O-])(O)=O.OS(O)(=O)=O.F[C:11]1C=CC=C(C)C=1.[F:18][C:19]1[CH:24]=[CH:23][C:22]([N+:25]([O-:27])=[O:26])=[C:21](C)[C:20]=1[N+:29]([O-:31])=[O:30]>>[F:18][C:19]1[CH:24]=[C:23]([CH3:11])[C:22]([N+:25]([O-:27])=[O:26])=[CH:21][C:20]=1[N+:29]([O-:31])=[O:30]. Conditions: time 30 minute.